Task: describe an organic reaction: reactants, conditions, products, and yield. Dataset: the Open Reaction Database (ORD), a public repository of structured organic reaction records Procedure details: A mixture of 2-n-butyl-3-(4'-chloro-2'-hydroxybenzoyl)benzofuran, 30 ml. of epichlorohydrin and 15 g. of potassium carbonate in 200 ml. of ethanol was refluxed for 18 hours. The reaction mixture was concentrated, water was added to the residue and the aqueous solution was extracted with methylene chloride. The extracts were washed with water, dried (MgSO4) and concentrated in vacuo to give 2-n-butyl-3-[4'-chloro-2'-(2,3-epoxy)propoxybenzoyl]benzofuran which was purified by dry column chromatogra... Product: C(CCC)C=1OC2=C(C1C(C1=C(C=C(C=C1)Cl)OCC1CO1)=O)C=CC=C2 (2-n-butyl-3-[4'-chloro-2'-(2,3-epoxy)propoxybenzoyl]benzofuran). The reactants are C(CCC)C=1OC2=C(C1C(C1=C(C=C(C=C1)Cl)O)=O)C=CC=C2 (2-n-butyl-3-(4'-chloro-2'-hydroxybenzoyl)benzofuran), C(Cl)C1CO1 (epichlorohydrin), C([O-])([O-])=O.[K+].[K+] (potassium carbonate). Reaction SMILES: [CH2:1]([C:5]1[O:6][C:7]2[CH:23]=[CH:22][CH:21]=[CH:20][C:8]=2[C:9]=1[C:10](=[O:19])[C:11]1[CH:16]=[CH:15][C:14]([Cl:17])=[CH:13][C:12]=1[OH:18])[CH2:2][CH2:3][CH3:4].[CH2:24]([CH:26]1[O:28][CH2:27]1)Cl.C(=O)([O-])[O-].[K+].[K+]>C(O)C>[CH2:1]([C:5]1[O:6][C:7]2[CH:23]=[CH:22][CH:21]=[CH:20][C:8]=2[C:9]=1[C:10](=[O:19])[C:11]1[CH:16]=[CH:15][C:14]([Cl:17])=[CH:13][C:12]=1[O:18][CH2:24][CH:26]1[O:28][CH2:27]1)[CH2:2][CH2:3][CH3:4] |f:2.3.4|. Run in C(C)O (ethanol). The reactants are Cl.COC(CN)=O (glycine methyl ester hydrochloride), [OH-].[Na+] (sodium hydroxide), C(CCCC)(OC)=N (methyl pentanimidate), COC(N(C)C)OC (dimethylformamide dimethyl acetal), C(CCCC)(OC)=N (methyl pentanimidate), O=P(Cl)(Cl)Cl (POCl3). Run in CO (methanol), C1(=CC=CC=C1)C (toluene), C1(=CC=CC=C1)C (toluene). Reaction conditions: temperature 100 celsius, time 10 minute. Yields the product C(CCC)C=1NC(=C(N1)C=O)Cl (2-butyl-5-chloroimidazole-4-carbaldehyde). Isolated yield 79.9%. Reaction SMILES: Cl.C[O:3][C:4](=O)[CH2:5][NH2:6].[OH-].[Na+].[C:10](=N)(OC)[CH2:11][CH2:12][CH2:13]C.CO[CH:20](OC)[N:21]([CH3:23])C.O=P(Cl)(Cl)[Cl:28]>CO.C1(C)C=CC=CC=1>[CH2:10]([C:20]1[NH:21][C:23]([Cl:28])=[C:5]([CH:4]=[O:3])[N:6]=1)[CH2:11][CH2:12][CH3:13] |f:0.1,2.3|. Procedure: 31.72 g (250 mmol) of glycine methyl ester hydrochloride was added in a single portion to a solution of 10.13 g (250 mmol) of sodium hydroxide in 80 ml of methanol at 0° C. The temperature dropped to -10° C. The mixture was stirred for 10 minutes, during which time the temperature rose again to 0° C. 108.25 g (a 26.6 percent strength solution in toluene, 250 mmol) of methyl pentanimidate was added, and the mixture was stirred at room temperature for 3 hours. 35.64 g (about 92 percent strength, 2...